This data is from the Open Reaction Database (ORD), a public repository of structured organic reaction records. The task is: describe an organic reaction: reactants, conditions, products, and yield As a reaction SMILES: N[C:2]1[CH:7]=[CH:6][C:5]([C:8]2[N:12]=[CH:11][NH:10][N:9]=2)=[CH:4][CH:3]=1>C(O)C>[C:11]([NH:12][CH:8]=[N:9][C:7]1[CH:2]=[CH:3][CH:4]=[C:5]([C:8]2[N:12]=[CH:11][NH:10][N:9]=2)[CH:6]=1)#[N:10]. Yield: 191.6%. The product is C(#N)NC=NC1=CC(=CC=C1)C1=NNC=N1 (N-Cyano-N'-[3-(1,2,4-triazol-3-yl)-phenyl]-formamidine). Procedure: A solution of 3-(4-amino-phenyl)-1,2,4-triazole (9.85 g) and N-cyano ethyl formimidate (5.1 g) in ethanol (100 ml) was stirred overnight at room temperature. The solid which crystallized out was filtered off and dried to give 12.5 g of the title compound; M.p. 247°-250° C. (dec.). Run in C(C)O (ethanol). The reactants are NC1=CC=C(C=C1)C1=NNC=N1 (3-(4-amino-phenyl)-1,2,4-triazole), N-cyano ethyl formimidate. The reactants are COC=1C=C2CCC(C(C2=CC1)=O)CC(=O)O (6-methoxy-1-oxo-1,2,3,4-tetrahydronaphthalene-2-acetic acid), N(N)C1=NC=CC=C1 (2-hydrazinopyridine). Solvent: C(C)O (ethanol). Product: COC=1C=CC2=C(CCC3CC(N(N=C23)C2=NC=CC=C2)=O)C1 (8-methoxy-2-(2-pyridyl)-4,4a,5,6-tetrahydrobenzo[h]cinnolin-3(2H)-one). Yield: 81.9%. As a reaction SMILES: [CH3:1][O:2][C:3]1[CH:4]=[C:5]2[C:10](=[CH:11][CH:12]=1)[C:9](=O)[CH:8]([CH2:14][C:15]([OH:17])=O)[CH2:7][CH2:6]2.[NH:18]([C:20]1[CH:25]=[CH:24][CH:23]=[CH:22][N:21]=1)[NH2:19]>C(O)C>[CH3:1][O:2][C:3]1[CH:12]=[CH:11][C:10]2[C:9]3[CH:8]([CH2:14][C:15](=[O:17])[N:18]([C:20]4[CH:25]=[CH:24][CH:23]=[CH:22][N:21]=4)[N:19]=3)[CH2:7][CH2:6][C:5]=2[CH:4]=1. Procedure: A mixture of 20 g of 6-methoxy-1-oxo-1,2,3,4-tetrahydronaphthalene-2-acetic acid, 10.9 g of 2-hydrazinopyridine and 150 ml of ethanol is heated under reflux for 2 hours. The resulting crystals are collected, whereto 50 ml of acetic acid is added. The mixture is heated under reflux for 30 minutes. Acetic acid is distilled off under reduced pressure, and water is added to the residue. The resultant crystals are collected and recrystallized from chloroform - ethanol to give 21.5 g of 8-methoxy-2-(2...